Dataset: the Open Reaction Database (ORD), a public repository of structured organic reaction records. Task: describe an organic reaction: reactants, conditions, products, and yield Starting materials: C(=O)(O)CC=1C=C(N2N=CN=C2N1)O (6-carboxymethyl-4-hydroxy-1,3,3a,7-tetraazaindene), C(=C)NCC1=CC=CC=C1 (vinylbenzylamine), N,N-dicyclohexylcarbodiimide. The solvent is CN(C=O)C (dimethylformamide). Yields the product OC=1N2N=CN=C2N=C(C1)CC(N(C=C)CC1=CC=CC=C1)=O (4-hydroxy-6-(N-vinylbenzylcarbamoylmethyl)-1,3,3a,7-tetraazaindene). Isolated yield 79.1%. As a reaction SMILES: [C:1]([CH2:4][C:5]1[CH:6]=[C:7]([OH:14])[N:8]2[C:12]([N:13]=1)=[N:11][CH:10]=[N:9]2)([OH:3])=O.[CH:15]([NH:17][CH2:18][C:19]1[CH:24]=[CH:23][CH:22]=[CH:21][CH:20]=1)=[CH2:16]>CN(C)C=O>[OH:14][C:7]1[N:8]2[C:12]([N:13]=[C:5]([CH2:4][C:1](=[O:3])[N:17]([CH2:18][C:19]3[CH:24]=[CH:23][CH:22]=[CH:21][CH:20]=3)[CH:15]=[CH2:16])[CH:6]=1)=[N:11][CH:10]=[N:9]2. Reported procedure: 143 g of 6-carboxymethyl-4-hydroxy-1,3,3a,7-tetraazaindene prepared in Synthesis Example 1 and 98 g of vinylbenzylamine were dissolved in 1 l of dimethylformamide with stirring at room temperature. To the solution, 152 g of N,N-dicyclohexylcarbodiimide was added dropwise. After addition, the mixture was stirred at room temperature for 6 hours to separate white crystals (N,N-dicyclohexylurea). After the reaction, the separated crystals were filtered off and the filtrate was poured into 2 l of wat... The reactants are C(C1=CC=CC=C1)(=O)Cl (Benzoyl chloride), OC(CNC(CCCCCCC\C=C/CCCCCCCC)=O)COC(C1=CC=CC=C1)(C1=CC=CC=C1)C1=CC=CC=C1 (cis-9-Octadecenoic acid 2-hydroxy-3-triphenylmethoxypropylamide). Run in ClCCl.N1=CC=CC=C1 (dichloromethane pyridine). Run at time 4 hour. Yields the product C(C1=CC=CC=C1)(=O)OC(CNC(CCCCCCC\C=C/CCCCCCCC)=O)COC(C1=CC=CC=C1)(C1=CC=CC=C1)C1=CC=CC=C1 (cis-9-Octadecenoic acid 2-benzoyloxy-3-triphenylmethoxypropylamide). The yield is 87.0%. RXN SMILES: [C:1](Cl)(=[O:8])[C:2]1[CH:7]=[CH:6][CH:5]=[CH:4][CH:3]=1.[OH:10][CH:11]([CH2:33][O:34][C:35]([C:48]1[CH:53]=[CH:52][CH:51]=[CH:50][CH:49]=1)([C:42]1[CH:47]=[CH:46][CH:45]=[CH:44][CH:43]=1)[C:36]1[CH:41]=[CH:40][CH:39]=[CH:38][CH:37]=1)[CH2:12][NH:13][C:14](=[O:32])[CH2:15][CH2:16][CH2:17][CH2:18][CH2:19][CH2:20][CH2:21]/[CH:22]=[CH:23]\[CH2:24][CH2:25][CH2:26][CH2:27][CH2:28][CH2:29][CH2:30][CH3:31]>ClCCl.N1C=CC=CC=1>[C:1]([O:10][CH:11]([CH2:33][O:34][C:35]([C:48]1[CH:49]=[CH:50][CH:51]=[CH:52][CH:53]=1)([C:42]1[CH:43]=[CH:44][CH:45]=[CH:46][CH:47]=1)[C:36]1[CH:41]=[CH:40][CH:39]=[CH:38][CH:37]=1)[CH2:12][NH:13][C:14](=[O:32])[CH2:15][CH2:16][CH2:17][CH2:18][CH2:19][CH2:20][CH2:21]/[CH:22]=[CH:23]\[CH2:24][CH2:25][CH2:26][CH2:27][CH2:28][CH2:29][CH2:30][CH3:31])(=[O:8])[C:2]1[CH:7]=[CH:6][CH:5]=[CH:4][CH:3]=1 |f:2.3|. Reported procedure: Benzoyl chloride (30 mmol) is added dropwise at 0° C. to a solution of 10 (27.3 mmol) in 80 ml of dichloromethane/pyridine (1:1). Slow warming to room temperature is allowed to take place, and stirring is continued for another 4 hours at room temperature. The mixture is then concentrated, added twice with 50 ml of toluene and concentrated. The residue is added with 100 ml of H2O and extracted three times with 100 ml of dichloromethane. The combined organic phases are washed with 50 ml of cold 5%... Starting materials: COC(=O)C(Cc1c[nH]cn1)NC(=O)OC(C)(C)C, O=C([O-])O, CC(=O)[O-], CC(=O)[O-], ClCCl, [Cu+2], [Na+], OB(O)c1ccccc1, O=C(O)CN(CCN(CC(=O)O)CC(=O)O)CC(=O)O, c1ccncc1. The product is COC(=O)C(Cc1cn(-c2ccccc2)cn1)NC(=O)OC(C)(C)C. RXN SMILES: [C:16]([CH3:17])([CH3:18])([CH3:19])[O:20][C:21](=[O:22])[NH:23][CH:24]([C:25](=[O:26])[O:27][CH3:28])[CH2:29][c:30]1[n:31][cH:32][nH:33][cH:34]1.[C:58](=[O:59])([OH:60])[O-:61].[C:63]([O-:64])(=[O:65])[CH3:66].[C:68]([O-:69])(=[O:70])[CH3:71].[Cl:55][CH2:56][Cl:57].[Cu+2:67].[Na+:62].[OH:1][B:2]([OH:3])[c:4]1[cH:5][cH:6][cH:7][cH:8][cH:9]1.[OH:35][C:36]([CH2:37][N:38]([CH2:39][C:40](=[O:41])[OH:42])[CH2:43][CH2:44][N:45]([CH2:46][C:47](=[O:48])[OH:49])[CH2:50][C:51](=[O:52])[OH:53])=[O:54].[cH:10]1[cH:11][cH:12][n:13][cH:14][cH:15]1>>[c:4]1(-[n:33]2[cH:32][n:31][c:30]([CH2:29][CH:24]([NH:23][C:21]([O:20][C:16]([CH3:17])([CH3:18])[CH3:19])=[O:22])[C:25](=[O:26])[O:27][CH3:28])[cH:34]2)[cH:5][cH:6][cH:7][cH:8][cH:9]1. Starting materials: C(C)(C)(C)OC(=O)N[C@]1([C@H](C1)C=C)C(=O)OCC (Ethyl (1R,2R)-1-(tert-butoxycarbonylamino)-2-vinyl-cyclopropane-1-carboxylate), O (water), O1CCCC1 (tetrahydrofuran), O.[OH-].[Li+] (Lithium hydroxide monohydrate), heptanes. The solvent is C(C)(=O)OCC (ethyl acetate), ice water. Run at temperature 80 celsius. Product: C(C)(C)(C)OC(=O)N[C@]1([C@H](C1)C=C)C(=O)O ((1R,2R)-1-(tert-butoxycarbonylamino)-2-vinyl-cyclopropane-1-carboxylic acid). Isolated yield 96.5%. As a reaction SMILES: [C:1]([O:5][C:6]([NH:8][C@:9]1([C:14]([O:16]CC)=[O:15])[CH2:11][C@@H:10]1[CH:12]=[CH2:13])=[O:7])([CH3:4])([CH3:3])[CH3:2].O.O1CCCC1.O.[OH-].[Li+]>C(OCC)(=O)C>[C:1]([O:5][C:6]([NH:8][C@:9]1([C:14]([OH:16])=[O:15])[CH2:11][C@@H:10]1[CH:12]=[CH2:13])=[O:7])([CH3:4])([CH3:2])[CH3:3] |f:3.4.5|. Procedure details: Ethyl (1R,2R)-1-(tert-butoxycarbonylamino)-2-vinyl-cyclopropane-1-carboxylate (2.0 g, 7.84 mmol., 1.0 eq.), water (60 mL) and tetrahydrofuran (50 mL) were charged into a 250 mL round bottom flask placed in ice/water bath. Lithium hydroxide monohydrate (0.523 g, 12.94 mmol., 1.65 eq.) was added portion wise and the reaction mixture heated at 80° C. for 15 hours. TLC analysis of the reaction mixture (heptanes:ethyl acetate, 1:1) showed full consumption of the starting material. The reaction mixtur... The reactants are CC(=O)[O-], CC(=O)[O-], CC(=O)[O-], CC(=O)[O-], CC(=O)ON1C(=O)c2ccccc2C1=O, CCc1ccccc1, CC(=O)O, [Co+2], [Mn+2], O, O, O, O, O, O, O, O, O=C(O)c1ccccc1. The product is CC(=O)c1ccccc1. RXN SMILES: [C:37]([O-:38])(=[O:39])[CH3:40].[C:42]([O-:43])(=[O:44])[CH3:45].[C:50]([O-:51])(=[O:52])[CH3:53].[C:55]([O-:56])(=[O:57])[CH3:58].[C:9]([O:10][N:12]1[C:13](=[O:14])[c:15]2[cH:16][cH:17][cH:18][cH:19][c:20]2[C:21]1=[O:22])(=[O:11])[CH3:23].[CH3:1][CH2:2][c:3]1[cH:4][cH:5][cH:6][cH:7][cH:8]1.[CH3:59][C:60](=[O:61])[OH:62].[Co+2:41].[Mn+2:54].[OH2:33].[OH2:34].[OH2:35].[OH2:36].[OH2:46].[OH2:47].[OH2:48].[OH2:49].[OH:24][C:25]([c:26]1[cH:27][cH:28][cH:29][cH:30][cH:31]1)=[O:32]>>[CH3:1][C:2]([c:3]1[cH:4][cH:5][cH:6][cH:7][cH:8]1)=[O:11]. Reactants: CCNCC, C#C[Si](C)(C)C, Clc1ccc(Cl)nc1, [Cu]I, c1ccc(P(c2ccccc2)c2ccccc2)cc1. Yields the product C[Si](C)(C)C#Cc1ccc(Cl)cn1. Reaction SMILES: [CH2:36]([NH:37][CH2:38][CH3:39])[CH3:40].[CH3:1][Si:2]([CH3:3])([CH3:4])[C:5]#[CH:6].[Cl:7][c:8]1[n:9][cH:10][c:11]([Cl:14])[cH:12][cH:13]1.[Cu:34][I:35].[c:15]1([P:16]([c:17]2[cH:18][cH:19][cH:20][cH:21][cH:22]2)[c:23]2[cH:24][cH:25][cH:26][cH:27][cH:28]2)[cH:29][cH:30][cH:31][cH:32][cH:33]1>>[CH3:1][Si:2]([CH3:3])([CH3:4])[C:5]#[C:6][c:8]1[n:9][cH:10][c:11]([Cl:14])[cH:12][cH:13]1. Product: CC(CCCS(C)=O)C(c1cc(F)ccc1F)S(=O)(=O)c1ccc(Cl)cc1. Reaction SMILES: [CH2:38]([Cl:39])[Cl:40].[Cl:1][c:2]1[cH:3][cH:4][c:5]([S:8](=[O:9])(=[O:10])[CH:11]([CH:12]([CH2:13][CH2:14][CH2:15][S:16][CH3:17])[CH3:18])[c:19]2[c:20]([F:26])[cH:21][cH:22][c:23]([F:25])[cH:24]2)[cH:6][cH:7]1.[OH:27][O:28][C:29]([c:30]1[cH:31][c:32]([Cl:33])[cH:34][cH:35][cH:36]1)=[O:37]>>[Cl:1][c:2]1[cH:3][cH:4][c:5]([S:8](=[O:9])(=[O:10])[CH:11]([CH:12]([CH2:13][CH2:14][CH2:15][S:16]([CH3:17])=[O:27])[CH3:18])[c:19]2[c:20]([F:26])[cH:21][cH:22][c:23]([F:25])[cH:24]2)[cH:6][cH:7]1. The reactants are ClCCl, CSCCCC(C)C(c1cc(F)ccc1F)S(=O)(=O)c1ccc(Cl)cc1, O=C(OO)c1cccc(Cl)c1. The reactants are Fc1ccc(Br)cn1, O=C([O-])[O-], C1CCOC1, [Cs+], [Cs+], O. Product: C=Cc1ccc(F)nc1. RXN SMILES: [Br:1][c:2]1[cH:3][cH:4][c:5]([F:8])[n:6][cH:7]1.[C:9](=[O:10])([O-:11])[O-:12].[CH2:15]1[CH2:16][CH2:19][CH2:18][O:17]1.[Cs+:13].[Cs+:14].[OH2:20]>>[c:2]1([CH:15]=[CH2:16])[cH:3][cH:4][c:5]([F:8])[n:6][cH:7]1. Reactants: CC(C)(C)NCC(O)c1cc(Br)c(N)c(C#N)c1, CCCCC, CCO, [Na+], [OH-], O. The product is CC(C)(C)NCC(O)c1cc(Br)c(N)c(C(N)=O)c1. Reaction SMILES: [Br:1][c:2]1[c:3]([NH2:18])[c:4]([C:5]#[N:6])[cH:7][c:8]([CH:10]([CH2:11][NH:12][C:13]([CH3:14])([CH3:15])[CH3:16])[OH:17])[cH:9]1.[CH3:19][CH2:20][CH2:21][CH2:22][CH3:23].[CH3:27][CH2:28][OH:29].[Na+:26].[OH-:25].[OH2:24]>>[Br:1][c:2]1[c:3]([NH2:18])[c:4]([C:5]([NH2:6])=[O:24])[cH:7][c:8]([CH:10]([CH2:11][NH:12][C:13]([CH3:14])([CH3:15])[CH3:16])[OH:17])[cH:9]1. The reactants are FC=1C=CC(=NC1)C1=NOC(=C1COC=1C=CC(=NC1)C(=O)O)C (5-[3-(5-fluoro-pyridin-2-yl)-5-methyl-isoxazol-4-ylmethoxy]-pyridine-2-carboxylic acid), C1(CC1)N (cyclopropylamine). Yields the product C1(CC1)NC(=O)C1=NC=C(C=C1)OCC=1C(=NOC1C)C1=NC=C(C=C1)F (5-[3-(5-Fluoro-pyridin-2-yl)-5-methyl-isoxazol-4-ylmethoxy]-pyridine-2-carboxylic acid cyclopropylamide). The yield is 75.0%. Reaction SMILES: [F:1][C:2]1[CH:3]=[CH:4][C:5]([C:8]2[C:12]([CH2:13][O:14][C:15]3[CH:16]=[CH:17][C:18]([C:21]([OH:23])=O)=[N:19][CH:20]=3)=[C:11]([CH3:24])[O:10][N:9]=2)=[N:6][CH:7]=1.[CH:25]1([NH2:28])[CH2:27][CH2:26]1>>[CH:25]1([NH:28][C:21]([C:18]2[CH:17]=[CH:16][C:15]([O:14][CH2:13][C:12]3[C:8]([C:5]4[CH:4]=[CH:3][C:2]([F:1])=[CH:7][N:6]=4)=[N:9][O:10][C:11]=3[CH3:24])=[CH:20][N:19]=2)=[O:23])[CH2:27][CH2:26]1. Procedure details: As described for example 23f, 5-[3-(5-fluoro-pyridin-2-yl)-5-methyl-isoxazol-4-ylmethoxy]-pyridine-2-carboxylic acid (75 mg, 0.23 mmol) was converted, using cyclopropylamine instead of isopropylamine, to the title compound (63 mg, 75%), which was obtained as a white solid. MS: m/e=369.2 [M+H]+.